Dataset: the Open Reaction Database (ORD), a public repository of structured organic reaction records. Task: describe an organic reaction: reactants, conditions, products, and yield Starting materials: NCCNC(=O)[C@@H]1CC2=C(C=CC(C=3C=CC(=C(C[C@@H](C(N[C@H](C(N1C)=O)CCCNC(OCC1=CC=CC=C1)=O)=O)NC(=O)OCC1=CC=CC=C1)C3)OCC3=CC=CC=C3)=C2)F (benzyl {3-[(8S,11S,14S)-8-{[(2-aminoethyl)amino]carbonyl}-17-(benzyloxy)-14-{[(benzyloxy)carbonyl]-amino}-5-fluoro-9-methyl-10,13-dioxo-9,12-diazatricyclo[14.3.1.12,6]henicosa-1(20),2(21),3,5,16,18-hexaen-11-yl]pro-pyl}carbamate). Reagents/catalysts: [Pd] (palladium on activated carbon). Run in C(C)(=O)O.O.C(C)O (acetic acid water ethanol). Reaction conditions: time 15 hour. Product: N[C@@H]1C(N[C@H](C(N([C@@H](CC2=C(C=CC(C=3C=CC(=C(C1)C3)O)=C2)F)C(=O)NCCN)C)=O)CCCN)=O ((8S,11S,14S)-14-Amino-N-(2-aminoethyl)-11-(3-aminopropyl)-5-fluoro-17-hydroxy-9-methyl-10,13-dioxo-9,12-diazatricyclo-[14.3.1.12,6]henicosa-1(20),2(21),3,5,16,18-hexaene-8-carbox-amide). Reaction SMILES: [NH2:1][CH2:2][CH2:3][NH:4][C:5]([C@H:7]1[N:25]([CH3:26])[C:24](=[O:27])[C@H:23]([CH2:28][CH2:29][CH2:30][NH:31]C(=O)OCC2C=CC=CC=2)[NH:22][C:21](=[O:42])[C@@H:20]([NH:43]C(OCC2C=CC=CC=2)=O)[CH2:19][C:18]2[CH:54]=[C:14]([CH:15]=[CH:16][C:17]=2[O:55]CC2C=CC=CC=2)[C:13]2=[CH:63][C:9](=[C:10]([F:64])[CH:11]=[CH:12]2)[CH2:8]1)=[O:6]>[Pd].C(O)(=O)C.O.C(O)C>[NH2:43][C@H:20]1[CH2:19][C:18]2[CH:54]=[C:14]([CH:15]=[CH:16][C:17]=2[OH:55])[C:13]2=[CH:63][C:9](=[C:10]([F:64])[CH:11]=[CH:12]2)[CH2:8][C@@H:7]([C:5]([NH:4][CH2:3][CH2:2][NH2:1])=[O:6])[N:25]([CH3:26])[C:24](=[O:27])[C@H:23]([CH2:28][CH2:29][CH2:30][NH2:31])[NH:22][C:21]1=[O:42] |f:2.3.4|. Procedure: 25 mg (0.029 mmol) of benzyl {3-[(8S,11S,14S)-8-{[(2-aminoethyl)amino]carbonyl}-17-(benzyloxy)-14-{[(benzyloxy)carbonyl]-amino}-5-fluoro-9-methyl-10,13-dioxo-9,12-diazatricyclo[14.3.1.12,6]henicosa-1(20),2(21),3,5,16,18-hexaen-11-yl]pro-pyl}carbamate (Example 30O) are added into a mixture of 5 ml of acetic acid/water/ethanol (4:1:1) mixture. 10 mg of palladium on activated carbon (10%) are added, and the mixture is hydrogenated under atmospheric pressure at RT for 15 h. The reaction mixture is f...